This data is from the Open Reaction Database (ORD), a public repository of structured organic reaction records. The task is: describe an organic reaction: reactants, conditions, products, and yield As a reaction SMILES: [C:48]([O:49][CH2:50][CH3:51])(=[O:52])[CH3:53].[CH3:21][C:22](=[O:23])[O:24][C:25](=[O:26])[CH3:27].[CH3:33][N:34]([CH3:35])[c:36]1[cH:37][cH:38][n:39][cH:40][cH:41]1.[CH3:42][CH2:43][CH2:44][CH2:45][CH2:46][CH3:47].[CH3:54][c:55]1[cH:56][cH:57][cH:58][cH:59][cH:60]1.[Cl-:28].[Cl:1][c:2]1[cH:3][c:4]([NH2:14])[c:5](-[c:8]2[cH:9][cH:10][cH:11][cH:12][cH:13]2)[cH:6][cH:7]1.[Cl:30][CH2:31][Cl:32].[NH4+:29].[cH:15]1[cH:16][cH:17][n:18][cH:19][cH:20]1>>[Cl:1][c:2]1[cH:3][c:4]([NH:14][C:22]([CH3:21])=[O:23])[c:5](-[c:8]2[cH:9][cH:10][cH:11][cH:12][cH:13]2)[cH:6][cH:7]1. Reactants: CCOC(C)=O, CC(=O)OC(C)=O, CN(C)c1ccncc1, CCCCCC, Cc1ccccc1, [Cl-], Nc1cc(Cl)ccc1-c1ccccc1, ClCCl, [NH4+], c1ccncc1. Product: CC(=O)Nc1cc(Cl)ccc1-c1ccccc1.